This data is from the Open Reaction Database (ORD), a public repository of structured organic reaction records. The task is: describe an organic reaction: reactants, conditions, products, and yield The reactants are COc1cc2nccc(Oc3ccc(N)c(C)c3)c2cc1OC, Cc1ccccc1, CCO, O=C(N=C=S)c1ccc(Cl)cc1. Yields the product COc1cc2nccc(Oc3ccc(NC(=S)NC(=O)c4ccc(Cl)cc4)c(C)c3)c2cc1OC. Reaction SMILES: [CH3:13][O:14][c:15]1[cH:16][c:17]2[c:18]([O:27][c:28]3[cH:29][c:30]([CH3:35])[c:31]([NH2:32])[cH:33][cH:34]3)[cH:19][cH:20][n:21][c:22]2[cH:23][c:24]1[O:25][CH3:26].[CH3:36][c:37]1[cH:38][cH:39][cH:40][cH:41][cH:42]1.[CH3:43][CH2:44][OH:45].[Cl:1][c:2]1[cH:3][cH:4][c:5]([C:8](=[O:9])[N:10]=[C:11]=[S:12])[cH:6][cH:7]1>>[Cl:1][c:2]1[cH:3][cH:4][c:5]([C:8](=[O:9])[NH:10][C:11](=[S:12])[NH:32][c:31]2[c:30]([CH3:35])[cH:29][c:28]([O:27][c:18]3[c:17]4[cH:16][c:15]([O:14][CH3:13])[c:24]([O:25][CH3:26])[cH:23][c:22]4[n:21][cH:20][cH:19]3)[cH:34][cH:33]2)[cH:6][cH:7]1. The reactants are compound, NC1=CC=C(C=C1)C1=CC=C2CN(C(C2=C1)=O)[C@H](C(=O)OC)C(C)C ((S)-Methyl 2-(6-(4-aminophenyl)-1-oxoisoindolin-2-yl)-3-methylbutanoate), COC1=CC=C(C=C1)N=C=O (4-methoxy phenyl isocyanate), compound, compound. The product is COC([C@H](C(C)C)N1C(C2=CC(=CC=C2C1)C1=CC=C(C=C1)NC(=O)NC1=CC=C(C=C1)OC)=O)=O ((S)-Methyl-2-(6-(4-(3-(4-methoxyphenyl)ureido)phenyl)-1-oxoisoindolin-2-yl)-3-methylbutanoate). Reaction SMILES: [NH2:1][C:2]1[CH:7]=[CH:6][C:5]([C:8]2[CH:16]=[C:15]3[C:11]([CH2:12][N:13]([C@@H:18]([CH:23]([CH3:25])[CH3:24])[C:19]([O:21][CH3:22])=[O:20])[C:14]3=[O:17])=[CH:10][CH:9]=2)=[CH:4][CH:3]=1.[CH3:26][O:27][C:28]1[CH:33]=[CH:32][C:31]([N:34]=[C:35]=[O:36])=[CH:30][CH:29]=1>>[CH3:22][O:21][C:19](=[O:20])[C@@H:18]([N:13]1[CH2:12][C:11]2[C:15](=[CH:16][C:8]([C:5]3[CH:4]=[CH:3][C:2]([NH:1][C:35]([NH:34][C:31]4[CH:32]=[CH:33][C:28]([O:27][CH3:26])=[CH:29][CH:30]=4)=[O:36])=[CH:7][CH:6]=3)=[CH:9][CH:10]=2)[C:14]1=[O:17])[CH:23]([CH3:25])[CH3:24]. Reported procedure: The compound of example 27 was prepared analogous to compound of example 7 by reaction of compound of example 6 with 4-methoxy phenyl isocyanate. The compound of example 27 was used directly without isolation for the preparation of compound of example 28.